Dataset: the Open Reaction Database (ORD), a public repository of structured organic reaction records. Task: describe an organic reaction: reactants, conditions, products, and yield The reactants are Intermediate 44, FC(C(=O)O)(F)F.CC(C)OC=1NC(=C2N=C(N=C2N1)OC)N (2-[(1-methylethyl)oxy]-8-(methyloxy)-1H-purin-6-amine trifluoroacetate), BrCCCCCCl (1-bromo-5-chloropentane). Yields the product ClCCCCCN1C2=NC(=NC(=C2N=C1OC)N)OC(C)C (9-(5-Chloropentyl)-2-[(1-methylethyl)oxy]-8-(methyloxy)-9H-purin-6-amine). RXN SMILES: FC(F)(F)C(O)=O.[CH3:8][CH:9]([O:11][C:12]1[NH:13][C:14]([NH2:23])=[C:15]2[C:19]([N:20]=1)=[N:18][C:17]([O:21][CH3:22])=[N:16]2)[CH3:10].Br[CH2:25][CH2:26][CH2:27][CH2:28][CH2:29][Cl:30]>>[Cl:30][CH2:29][CH2:28][CH2:27][CH2:26][CH2:25][N:18]1[C:17]([O:21][CH3:22])=[N:16][C:15]2[C:19]1=[N:20][C:12]([O:11][CH:9]([CH3:8])[CH3:10])=[N:13][C:14]=2[NH2:23] |f:0.1|. Procedure details: Prepared similarly to Intermediate 44 from 2-[(1-methylethyl)oxy]-8-(methyloxy)-1H-purin-6-amine trifluoroacetate and 1-bromo-5-chloropentane.